From a dataset of the Open Reaction Database (ORD), a public repository of structured organic reaction records. describe an organic reaction: reactants, conditions, products, and yield Starting materials: BrC1=CC(=C(C#N)C=C1)Cl (4-bromo-2-chlorobenzonitrile), FC1=C(C=CC=C1)B(O)O (2-fluorobenzeneboronic acid), C([O-])([O-])=O.[Na+].[Na+] (sodium carbonate). Reagents/catalysts: C=1C=CC(=CC1)[P](C=2C=CC=CC2)(C=3C=CC=CC3)[Pd]([P](C=4C=CC=CC4)(C=5C=CC=CC5)C=6C=CC=CC6)([P](C=7C=CC=CC7)(C=8C=CC=CC8)C=9C=CC=CC9)[P](C=1C=CC=CC1)(C=1C=CC=CC1)C=1C=CC=CC1 (Tetrakis(triphenylphosphine)palladium(0)). Solvent: O1CCCC1 (tetrahydrofuran). The product is ClC=1C=C(C=CC1C#N)C1=C(C=CC=C1)F (3-chloro-2′-fluorobiphenyl-4-carbonitrile). Yield: 99.3%. Reaction SMILES: Br[C:2]1[CH:9]=[CH:8][C:5]([C:6]#[N:7])=[C:4]([Cl:10])[CH:3]=1.[F:11][C:12]1[CH:17]=[CH:16][CH:15]=[CH:14][C:13]=1B(O)O.C(=O)([O-])[O-].[Na+].[Na+]>O1CCCC1.C1C=CC([P]([Pd]([P](C2C=CC=CC=2)(C2C=CC=CC=2)C2C=CC=CC=2)([P](C2C=CC=CC=2)(C2C=CC=CC=2)C2C=CC=CC=2)[P](C2C=CC=CC=2)(C2C=CC=CC=2)C2C=CC=CC=2)(C2C=CC=CC=2)C2C=CC=CC=2)=CC=1>[Cl:10][C:4]1[CH:3]=[C:2]([C:13]2[CH:14]=[CH:15][CH:16]=[CH:17][C:12]=2[F:11])[CH:9]=[CH:8][C:5]=1[C:6]#[N:7] |f:2.3.4,^1:35,37,56,75|. Procedure details: A mixture of 4-bromo-2-chlorobenzonitrile (2.2 g, 10 mmol) and 2-fluorobenzeneboronic acid (1.82 g, 13 mmol) in tetrahydrofuran (30 ml) was treated with 2M sodium carbonate (13 ml) then degassed with nitrogen for 10 min. Tetrakis(triphenylphosphine)palladium(0) (0.58 g, 0.5 mmol) was added and this mixture was heated under reflux for 12 h. The resulting mixture was partitioned between dichloromethane and water. The organics were washed with water, brine, dried over anhydrous magnesium sulphate, ... Reactants: C(=O)([O-])[O-].[K+].[K+] (K2CO3), BrC1=CC=C(C=C1)O (4-bromophenol), C(C1=CC=CC=C1)Cl (benzyl chloride). The reagents and catalysts are [Na+].[I-] (NaI). The solvent is CC(=O)C (acetone). Reaction conditions: time 48 hour. The product is C(C1=CC=CC=C1)OC1=CC=C(C=C1)Br (4-benzyloxybromobenzene). Isolated yield 75.4%. As a reaction SMILES: [Br:1][C:2]1[CH:7]=[CH:6][C:5]([OH:8])=[CH:4][CH:3]=1.C([O-])([O-])=O.[K+].[K+].[CH2:15](Cl)[C:16]1[CH:21]=[CH:20][CH:19]=[CH:18][CH:17]=1>CC(C)=O.[Na+].[I-]>[CH2:15]([O:8][C:5]1[CH:6]=[CH:7][C:2]([Br:1])=[CH:3][CH:4]=1)[C:16]1[CH:21]=[CH:20][CH:19]=[CH:18][CH:17]=1 |f:1.2.3,6.7|. Procedure: 200 g (1.16 mol) of 4-bromophenol was dissolved in 2.1 L acetone under argon. Then 320 g (2.31 mol) K2CO3 and 3.465 g (23.1 mmol) NaI were added. The mixture was stirred at room temperature and 292.7 g (2.31 mol) of benzyl chloride was added during 1 h. Then the mixture was boiled during 48 h. The acetone (ca. 500 mL) was partially removed on the rotary evaporator. 1.2 L 10% aq. Na2CO3 was added to the residue. After extraction with ethyl acetate (1×1 L+2×500 mL) the organic phase was washed wit... Starting materials: Cl.CN(CCCN=C=NCC)C (1-(3-dimethylaminopropyl)-3-ethylcarbodiimide hydrochloride), C=1C=CC2=C(C1)N=NN2O (HOBt), CCN(C(C)C)C(C)C (DIPEA), N1C=NC(=C1)C(=O)O (4-Imidazolecarboxylic acid), N[C@H](CN1N=C(C=C1)C1=CC(=C(C#N)C=C1)Cl)C ((S)-4-[1-(2-aminopropyl)-1H-pyrazol-3-yl]-2-chlorobenzonitrile). Run in O (Water), CN(C)C=O (DMF), CN(C)C=O (DMF). Conditions: time 45 hour. Product: ClC=1C=C(C=CC1C#N)C1=NN(C=C1)C[C@H](C)NC(=O)C=1N=CNC1 ((S)—N-{1-[3-(3-Chloro-4-cyanophenyl)-1H-pyrazol-1-yl]propan-2-yl}-1H-imidazole-4-carboxamide). As a reaction SMILES: [NH:1]1[CH:5]=[C:4]([C:6]([OH:8])=O)[N:3]=[CH:2]1.Cl.CN(C)CCCN=C=NCC.C1C=CC2N(O)N=NC=2C=1.CCN(C(C)C)C(C)C.[NH2:40][C@@H:41]([CH3:57])[CH2:42][N:43]1[CH:47]=[CH:46][C:45]([C:48]2[CH:55]=[CH:54][C:51]([C:52]#[N:53])=[C:50]([Cl:56])[CH:49]=2)=[N:44]1>CN(C=O)C.O>[Cl:56][C:50]1[CH:49]=[C:48]([C:45]2[CH:46]=[CH:47][N:43]([CH2:42][C@@H:41]([NH:40][C:6]([C:4]3[N:3]=[CH:2][NH:1][CH:5]=3)=[O:8])[CH3:57])[N:44]=2)[CH:55]=[CH:54][C:51]=1[C:52]#[N:53] |f:1.2|. Procedure details: 4-Imidazolecarboxylic acid (1.00 g, 8.9 mmol) was dissolved in dry DMF (35 ml). Dry 1-(3-dimethylaminopropyl)-3-ethylcarbodiimide hydrochloride (EDCI, 2.31 g, 12.0 mmol), HOBt (1.84 g, 12.0 mmol), and DIPEA (4.7 ml, 3.46 g, 26.8 mmol) were added at RT. After stirring for 15 min (S)-4-[1-(2-aminopropyl)-1H-pyrazol-3-yl]-2-chlorobenzonitrile of Example 34© (2.44 g, 9.4 mmol) in dry DMF (15 ml) was added to the solution at RT. Then the solution was stirred for 45 h. Water was added and the product ... Reactants: BrCC(=O)C1=CC(=C(C(=C1)[N+](=O)[O-])O)O (2-bromo-3',4'-dihydroxy-5'-nitroacetophenone), NC=1SC=CN1 (2-aminothiazole). As a reaction SMILES: [Br:1][CH2:2][C:3]([C:5]1[CH:10]=[C:9]([N+:11]([O-:13])=[O:12])[C:8]([OH:14])=[C:7]([OH:15])[CH:6]=1)=O.[NH2:16][C:17]1[S:18][CH:19]=[CH:20][N:21]=1>C(O)C>[BrH:1].[S:18]1[CH:19]=[CH:20][N:21]2[CH:2]=[C:3]([C:5]3[CH:6]=[C:7]([OH:15])[C:8]([OH:14])=[C:9]([N+:11]([O-:13])=[O:12])[CH:10]=3)[N:16]=[C:17]12 |f:3.4|. Run in C(C)O (ethanol). The product is Br.S1C=2N(C=C1)C=C(N2)C2=CC(=C(C(O)=C2)O)[N+](=O)[O-] (5-(imidazo[2,1-b]thiazol-6-yl)-3-nitropyrocatechol hydrobromide). Reported procedure: A mixture of 2.78 g of 2-bromo-3',4'-dihydroxy-5'-nitroacetophenone, 1.01 g of 2-aminothiazole and 40 ml of ethanol is heated to boiling under reflux for 23 hours. The reaction mixture is then cooled to room temperature and the crystals are removed by filtration under suction. There is obtained 5-(imidazo[2,1-b]thiazol-6-yl)-3-nitropyrocatechol hydrobromide of m.p. 286°-28820 (from methanol). Reactants: [N+](=O)([O-])C1=CC=C(C=C1)C12C(NC(C(C1)C2)=O)=O (1-(4-nitrophenyl)-3-azabicyclo[3.1.1]heptane-2,4-dione). The reagents and catalysts are [Pd] (palladium-on-carbon). Run in COCCO (2-methoxyethanol). The product is NC1=CC=C(C=C1)C12C(NC(C(C1)C2)=O)=O (1-(4-aminophenyl)-3-azabicyclo[3.1.1]heptane-2,4-dione). Reaction SMILES: [N+:1]([C:4]1[CH:9]=[CH:8][C:7]([C:10]23[CH2:16][CH:14]([CH2:15]2)[C:13](=[O:17])[NH:12][C:11]3=[O:18])=[CH:6][CH:5]=1)([O-])=O>COCCO.[Pd]>[NH2:1][C:4]1[CH:5]=[CH:6][C:7]([C:10]23[CH2:15][CH:14]([CH2:16]2)[C:13](=[O:17])[NH:12][C:11]3=[O:18])=[CH:8][CH:9]=1. Reported procedure: In a manner analogous to that described in Example 1a, 5.0 g of 1-(4-nitrophenyl)-3-azabicyclo[3.1.1]heptane-2,4-dione in 250 ml of 2-methoxyethanol are hydrogenated at 45° in the presence of 0.5 g of 5% palladium-on-carbon and worked up. The title compound is obtained which, after recrystallisation from 2-methoxyethanol, melts at 265° with decomposition. Starting materials: F[B-](F)(F)F, CCOC(=O)C(Cc1ccc(OCC(=O)O)cc1)OCC, ClCCl, CCN(C(C)C)C(C)C, FC(F)(F)c1ccc(CNCc2ccc(C(F)(F)F)cc2)cc1, CN(C)C(On1nnc2ccccc21)=[N+](C)C. Yields the product CCOC(=O)C(Cc1ccc(OCC(=O)N(Cc2ccc(C(F)(F)F)cc2)Cc2ccc(C(F)(F)F)cc2)cc1)OCC. RXN SMILES: [B-:54]([F:55])([F:56])([F:57])[F:58].[CH2:24]([CH3:25])[O:26][CH:27]([CH2:28][c:29]1[cH:30][cH:31][c:32]([O:33][CH2:34][C:35](=[O:36])[OH:37])[cH:38][cH:39]1)[C:40](=[O:41])[O:42][CH2:43][CH3:44].[CH2:76]([Cl:77])[Cl:78].[CH:45]([N:46]([CH2:47][CH3:48])[CH:49]([CH3:50])[CH3:51])([CH3:52])[CH3:53].[F:1][C:2]([c:3]1[cH:4][cH:5][c:6]([CH2:7][NH:8][CH2:9][c:10]2[cH:11][cH:12][c:13]([C:16]([F:17])([F:18])[F:19])[cH:14][cH:15]2)[cH:20][cH:21]1)([F:22])[F:23].[n:59]1([O:60][C:61]([N:62]([CH3:63])[CH3:64])=[N+:65]([CH3:66])[CH3:67])[c:68]2[cH:69][cH:70][cH:71][cH:72][c:73]2[n:74][n:75]1>>[F:1][C:2]([c:3]1[cH:4][cH:5][c:6]([CH2:7][N:8]([CH2:9][c:10]2[cH:11][cH:12][c:13]([C:16]([F:17])([F:18])[F:19])[cH:14][cH:15]2)[C:35]([CH2:34][O:33][c:32]2[cH:31][cH:30][c:29]([CH2:28][CH:27]([O:26][CH2:24][CH3:25])[C:40](=[O:41])[O:42][CH2:43][CH3:44])[cH:39][cH:38]2)=[O:36])[cH:20][cH:21]1)([F:22])[F:23]. Procedure: 4,6-Dichloro-1-methyl-2-oxa-5-azabicyclo[2.2.2]oct-5-en-3-one (26-3) (3.0 g, 14.4 mmol, 1 eq) was dissolved in chloroform (30 mL) and DBU (6.5 mL, 43 mmol, 3 eq) was added. After 5 minutes of stirring at ambient temperature, ethanol (0.84 mL, 16 mmol, 1.1 eq) was added and there was a slight exotherm. After 15 minutes of stirring at ambient temperature, the reaction mixture was concentrated and the crude residue was purified by flash chromatography (80 g SiO2, 0-100% EtOAc in hexanes) to afford ... Starting materials: C1CCC2=NCCCN2CC1 (DBU), ClC12C(OC(C(=N1)Cl)(CC2)C)=O (4,6-Dichloro-1-methyl-2-oxa-5-azabicyclo[2.2.2]oct-5-en-3-one), C(C)O (ethanol). RXN SMILES: Cl[C:2]12[CH2:10][CH2:9][C:5]([CH3:11])([C:6]([Cl:8])=[N:7]1)[O:4][C:3]2=[O:12].[CH2:13]1CCN2C(=NCCC2)C[CH2:14]1.C(O)C>C(Cl)(Cl)Cl>[Cl:8][C:6]1[N:7]=[C:2]([C:3]([O:4][CH2:13][CH3:14])=[O:12])[CH:10]=[CH:9][C:5]=1[CH3:11]. Run in C(Cl)(Cl)Cl (chloroform). Product: ClC1=C(C=CC(=N1)C(=O)OCC)C (Ethyl 6-chloro-5-methylpyridine-2-carboxylate). Conditions: time 5 minute. Starting materials: CC(C)C[Al+]CC(C)C, Cc1oc(-c2ccccc2)nc1COc1cc(COc2ncccc2C#N)on1, Cc1ccccc1, CCOC(C)=O, CCCCCC, [Cl-], [H-], [NH4+]. Product: Cc1oc(-c2ccccc2)nc1COc1cc(COc2ncccc2C=O)on1. As a reaction SMILES: [CH2:38]([Al+:39][CH2:40][CH:41]([CH3:42])[CH3:43])[CH:44]([CH3:45])[CH3:46].[CH3:1][c:2]1[c:3]([CH2:13][O:14][c:15]2[n:16][o:17][c:18]([CH2:20][O:21][c:22]3[c:23]([C:24]#[N:25])[cH:26][cH:27][cH:28][n:29]3)[cH:19]2)[n:4][c:5](-[c:7]2[cH:8][cH:9][cH:10][cH:11][cH:12]2)[o:6]1.[CH3:30][c:31]1[cH:32][cH:33][cH:34][cH:35][cH:36]1.[CH3:49][CH2:50][O:51][C:52](=[O:53])[CH3:54].[CH3:55][CH2:56][CH2:57][CH2:58][CH2:59][CH3:60].[Cl-:47].[H-:37].[NH4+:48]>>[CH3:1][c:2]1[c:3]([CH2:13][O:14][c:15]2[n:16][o:17][c:18]([CH2:20][O:21][c:22]3[c:23]([CH:24]=[O:51])[cH:26][cH:27][cH:28][n:29]3)[cH:19]2)[n:4][c:5](-[c:7]2[cH:8][cH:9][cH:10][cH:11][cH:12]2)[o:6]1. Reactants: OC1CCNCC1 (4-hydroxypiperidine), C(C)(C)(C)OC(=O)NC(C/C=C/C(=O)O)(C)C ((2E)-5-tert-butoxycarbonylamino-5-methylhex-2-enoic acid), C(C)(C)(C)OC(=O)N(C)[C@@H](C(=O)O)CC1=CC=C(C=C1)F ((2R)-2-(N-tert-butoxycarbonyl-N-methylamino)-3-(4-fluorophenyl)propionic acid), C(C)(C)(C)OC(=O)N(C)[C@@H](C(=O)O)CC1=CC2=CC=CC=C2C=C1 ((2R)-2-(N-tert-butoxycarbonyl-N-methylamino)-3-(2-naphthyl)propionic acid). Product: FC1=CC=C(C[C@H](C(=O)N2CCC(CC2)O)N(C(=O)[C@@H](CC2=CC3=CC=CC=C3C=C2)N(C(\C=C\CC(C)(C)N)=O)C)C)C=C1 ((2E)-5-Amino-5-methylhex-2-enoic acid N-((1R)-1-{N-[(1R)-1-(4-fluorobenzyl)-2-(4-hydroxypiperidin-1-yl)-2-oxoethyl]-N-methylcarbamoyl}-2-(2-naphthyl)ethyl)-N-methylamide). As a reaction SMILES: [OH:1][CH:2]1[CH2:7][CH2:6][NH:5][CH2:4][CH2:3]1.C(O[C:13]([N:15]([C@H:17]([CH2:21][C:22]1[CH:27]=[CH:26][C:25]([F:28])=[CH:24][CH:23]=1)[C:18]([OH:20])=O)[CH3:16])=[O:14])(C)(C)C.C(O[C:34]([N:36]([C@H:38]([CH2:42][C:43]1[CH:52]=[CH:51][C:50]2[C:45](=[CH:46][CH:47]=[CH:48][CH:49]=2)[CH:44]=1)C(O)=O)[CH3:37])=[O:35])(C)(C)C.C(OC([NH:60][C:61]([CH3:69])([CH3:68])[CH2:62]/[CH:63]=[CH:64]/C(O)=O)=O)(C)(C)C>>[F:28][C:25]1[CH:24]=[CH:23][C:22]([CH2:21][C@@H:17]([N:15]([CH3:16])[C:13]([C@H:38]([N:36]([CH3:37])[C:34](=[O:35])/[CH:64]=[CH:63]/[CH2:62][C:61]([NH2:60])([CH3:69])[CH3:68])[CH2:42][C:43]2[CH:52]=[CH:51][C:50]3[C:45](=[CH:46][CH:47]=[CH:48][CH:49]=3)[CH:44]=2)=[O:14])[C:18]([N:5]2[CH2:6][CH2:7][CH:2]([OH:1])[CH2:3][CH2:4]2)=[O:20])=[CH:27][CH:26]=1. Reported procedure: This compound was prepared as in example 1 but using 4-hydroxypiperidine, (2R)-2-(N-tert-butoxycarbonyl-N-methylamino)-3-(4-fluorophenyl)propionic acid and (2R)-2-(N-tert-butoxycarbonyl-N-methylamino)-3-(2-naphthyl)propionic acid and (2E)-5-tert-butoxycarbonylamino-5-methylhex-2-enoic acid as starting materials.